This data is from the Open Reaction Database (ORD), a public repository of structured organic reaction records. The task is: describe an organic reaction: reactants, conditions, products, and yield Reactants: C1(=CC=CC=C1)[C@H]1[C@@H](C1)C(=O)Cl (trans-2-phenylcyclopropylcarbonyl chloride), NCCOCCN1C(=NC=2C(=NC(=C(C21)C)C)N)C (1-[2-(2-aminoethoxy)ethyl]-2,6,7trimethyl1H-imidazo[4,5-c]pyridin-4-amine). Yields the product NC1=NC(=C(C2=C1N=C(N2CCOCCNC(=O)[C@H]2[C@@H](C2)C2=CC=CC=C2)C)C)C ((1R*,2R*)-N-{2-[2-(4-Amino-2,6,7-trimethyl-1H-imidazo[4,5-c]pyridin-1-yl)ethoxy]ethyl}-2-phenylcyclopropanecarboxamide). Reaction SMILES: [C:1]1([C@@H:7]2[CH2:9][C@H:8]2[C:10](Cl)=[O:11])[CH:6]=[CH:5][CH:4]=[CH:3][CH:2]=1.[NH2:13][CH2:14][CH2:15][O:16][CH2:17][CH2:18][N:19]1[C:27]2[C:26]([CH3:28])=[C:25]([CH3:29])[N:24]=[C:23]([NH2:30])[C:22]=2[N:21]=[C:20]1[CH3:31]>>[NH2:30][C:23]1[C:22]2[N:21]=[C:20]([CH3:31])[N:19]([CH2:18][CH2:17][O:16][CH2:15][CH2:14][NH:13][C:10]([C@@H:8]3[CH2:9][C@H:7]3[C:1]3[CH:6]=[CH:5][CH:4]=[CH:3][CH:2]=3)=[O:11])[C:27]=2[C:26]([CH3:28])=[C:25]([CH3:29])[N:24]=1. Reported procedure: Using the method of Examples 17-32, trans-2-phenylcyclopropylcarbonyl chloride was reacted with 1-[2-(2-aminoethoxy)ethyl]-2,6,7trimethyl1H-imidazo[4,5-c]pyridin-4-amine to provide the desired compound. The product was purified using Method B. The observed accurate mass was 408.2392. Starting materials: O=C([O-])[O-], Cc1ccc(S(=O)(=O)OCC2Cc3c(F)ccc(Br)c3O2)cc1, Cc1ccccc1B(O)O, [K+], [K+]. RXN SMILES: [C:34](=[O:35])([O-:36])[O-:37].[CH3:1][c:2]1[cH:3][cH:4][c:5]([S:8](=[O:9])(=[O:10])[O:11][CH2:12][CH:13]2[O:14][c:15]3[c:16]([c:18]([F:23])[cH:19][cH:20][c:21]3[Br:22])[CH2:17]2)[cH:6][cH:7]1.[CH3:24][c:25]1[c:26]([B:31]([OH:32])[OH:33])[cH:27][cH:28][cH:29][cH:30]1.[K+:38].[K+:39]>>[CH3:1][c:2]1[cH:3][cH:4][c:5]([S:8](=[O:9])(=[O:10])[O:11][CH2:12][CH:13]2[O:14][c:15]3[c:16]([c:18]([F:23])[cH:19][cH:20][c:21]3-[c:26]3[c:25]([CH3:24])[cH:30][cH:29][cH:28][cH:27]3)[CH2:17]2)[cH:6][cH:7]1. The product is Cc1ccc(S(=O)(=O)OCC2Cc3c(F)ccc(-c4ccccc4C)c3O2)cc1. Reactants: [I-].[Na+] (Sodium iodide), compound, CC(CC)=O (2-butanone). Run at temperature 45 celsius, time 3 hour. Yields the product C(=C\CCCCCC)/C=1C=C(C=CC1)CCI (2-[3-(trans-1-Octenyl)phenyl]ethyl iodide). Reaction SMILES: [I-:1].[Na+].[CH3:3][C:4](=O)[CH2:5][CH3:6]>>[CH:3](/[C:4]1[CH:3]=[C:4]([CH2:5][CH2:6][I:1])[CH:3]=[CH:6][CH:5]=1)=[CH:4]\[CH2:5][CH2:6][CH2:3][CH2:4][CH2:5][CH3:6] |f:0.1|. Reported procedure: Sodium iodide (3.99 g) was added to a solution of the above-mentioned compound (5.51 g) in 2-butanone (60 ml) and the mixture was stirred at 45° C. for 3 hours. The reaction mixture was concentrated, poured into ice water and extracted with ethyl acetate. The extract was washed with saturated brine and dried over anhydrous magnesium sulfate. The solvent was distilled away and the residue was purified by silica gel column chromatography (eluent; hexane:ethyl acetate=100:1) to give 4.75 g of the s... Reactants: N#Cc1ccc(CBr)cc1F, CCCCc1nc(-c2ccc(C(F)(F)F)cc2)sc1CO, CN(C)C=O, [H-], [Na+], O. Product: CCCCc1nc(-c2ccc(C(F)(F)F)cc2)sc1COCc1ccc(C#N)c(F)c1. As a reaction SMILES: [Br:24][CH2:25][c:26]1[cH:27][c:28]([F:34])[c:29]([C:30]#[N:31])[cH:32][cH:33]1.[CH2:1]([CH2:2][CH2:3][CH3:4])[c:5]1[n:6][c:7](-[c:12]2[cH:13][cH:14][c:15]([C:18]([F:19])([F:20])[F:21])[cH:16][cH:17]2)[s:8][c:9]1[CH2:10][OH:11].[CH3:36][N:37]([CH3:38])[CH:39]=[O:40].[H-:22].[Na+:23].[OH2:35]>>[CH2:1]([CH2:2][CH2:3][CH3:4])[c:5]1[n:6][c:7](-[c:12]2[cH:13][cH:14][c:15]([C:18]([F:19])([F:20])[F:21])[cH:16][cH:17]2)[s:8][c:9]1[CH2:10][O:11][CH2:25][c:26]1[cH:27][c:28]([F:34])[c:29]([C:30]#[N:31])[cH:32][cH:33]1. The reactants are C(C)(=O)OCC (ethyl acetate), CC=1C(=NC=C(C1)[N+](=O)[O-])N (3-methyl-5-nitro-pyridin-2-ylamine), t-butyloxycarbonyl anhydride. Run in hexanes. Yields the product [N+](=O)([O-])C=1C=C2C(=NC1)NC=C2 (5-Nitro-1H-pyrrolo[2,3-b]pyridine), Boc. RXN SMILES: [CH3:1][C:2]1[C:3]([NH2:11])=[N:4][CH:5]=[C:6]([N+:8]([O-:10])=[O:9])[CH:7]=1.[C:12](OCC)(=O)C>>[N+:8]([C:6]1[CH:7]=[C:2]2[CH:1]=[CH:12][NH:11][C:3]2=[N:4][CH:5]=1)([O-:10])=[O:9]. Reported procedure: 5-Nitro-1H-pyrrolo[2,3-b]pyridine 506 of is prepared by reacting 3-methyl-5-nitro-pyridin-2-ylamine 505 with t-butyloxycarbonyl anhydride in an appropriate solvent (e.g. ethyl acetate and hexanes). Concentration and extraction provides a Boc-protected intermediate that is then reacted with 2 equivalents of butyllithium in an appropriate polar solvent (e.g. tetrahydrofuran) with cooling (e.g. 0° C.), followed by the addition of dimethylformamide and stirring for 30 minutes to one hour, followed b... Reactants: [H-].[Na+] (sodium hydride), ice water, CC1=NC2=C(C=C(C=C2C(=C1C)O)C(C)(C)C)F (2,3-dimethyl-6-t-butyl-8-fluoro-4-hydroxyquinoline), C(C)(=O)OCC(=O)Cl (acetoxyacetyl chloride). Solvent: O1CCCC1 (tetrahydrofuran). Run at time 30 minute. The product is CC1=NC2=C(C=C(C=C2C(=C1C)C(COC(C)=O)=O)C(C)(C)C)F (2,3-dimethyl-6-t-butyl-8-fluoro-4-acetoxyacetylquinoline). As a reaction SMILES: [H-].[Na+].[CH3:3][C:4]1[C:13]([CH3:14])=[C:12](O)[C:11]2[C:6](=[C:7]([F:20])[CH:8]=[C:9]([C:16]([CH3:19])([CH3:18])[CH3:17])[CH:10]=2)[N:5]=1.[C:21]([O:24][CH2:25][C:26](Cl)=[O:27])(=[O:23])[CH3:22]>O1CCCC1>[CH3:3][C:4]1[C:13]([CH3:14])=[C:12]([C:26](=[O:27])[CH2:25][O:24][C:21](=[O:23])[CH3:22])[C:11]2[C:6](=[C:7]([F:20])[CH:8]=[C:9]([C:16]([CH3:19])([CH3:18])[CH3:17])[CH:10]=2)[N:5]=1 |f:0.1|. Procedure: In tetrahydrofuran (10 ml) was suspended 60% sodium hydride (44 mg). The compound 1 (200 mg) was added to the suspension under ice cooling, and the mixture was stirred for 30 min. Further, acetoxyacetyl chloride (100 μl) was added thereto, and the mixture was stirred for 3 hr. The reaction solution thus obtained was poured into ice water, and the mixture was extracted with ethyl acetate. The ethyl acetate layer was washed with a saturated aqueous sodium hydrogencarbonate solution and saturated b...